From a dataset of the Open Reaction Database (ORD), a public repository of structured organic reaction records. describe an organic reaction: reactants, conditions, products, and yield Reactants: BrC1=C(SC=2C1=NC=CC2)C2=C(N=C1N2N=C(C=C1C(CC)CC)C)C (3-(3-Bromo-thieno[3,2-b]pyridin-2-yl)-8-(1-ethyl-propyl)-2,6-dimethyl-imidazo[1,2-b]pyridazine), C[O-].[Na+] (sodium methoxide), Teflon. Reagents/catalysts: [Cu]I (copper (I) iodide). The solvent is CO (MeOH). Run at temperature 120 celsius. Product: C(C)C(CC)C=1C=2N(N=C(C1)C)C(=C(N2)C)C2=C(C1=NC=CC=C1S2)OC (8-(1-Ethyl-propyl)-3-(3-methoxy-thieno[3,2-b]pyridin-2-yl)-2,6-dimethyl-imidazo[1,2-b]pyridazine). Isolated yield 43.8%. RXN SMILES: Br[C:2]1[C:6]2=[N:7][CH:8]=[CH:9][CH:10]=[C:5]2[S:4][C:3]=1[C:11]1[N:15]2[N:16]=[C:17]([CH3:25])[CH:18]=[C:19]([CH:20]([CH2:23][CH3:24])[CH2:21][CH3:22])[C:14]2=[N:13][C:12]=1[CH3:26].[CH3:27][O-:28].[Na+]>[Cu]I.CO>[CH2:21]([CH:20]([C:19]1[C:14]2[N:15]([C:11]([C:3]3[S:4][C:5]4[C:6](=[N:7][CH:8]=[CH:9][CH:10]=4)[C:2]=3[O:28][CH3:27])=[C:12]([CH3:26])[N:13]=2)[N:16]=[C:17]([CH3:25])[CH:18]=1)[CH2:23][CH3:24])[CH3:22] |f:1.2|. Procedure details: 50 mg of 3-(3-Bromo-thieno[3,2-b]pyridin-2-yl)-8-(1-ethyl-propyl)-2,6-dimethyl-imidazo[1,2-b]pyridazine (0.12 mmol) and 13 mg of sodium methoxide (0.24 mmol) and 22 mg of copper (I) iodide (0.12 mmol) are placed into 4 ml reaction vial with 3.0 ml of dry MeOH. The reaction vial is capped with a Teflon cap and heated at 120° C. overnight. The reaction mixture is filtered, and water and CH2Cl2 are added. The separated CH2Cl2 is dried over Na2SO4 and evaporated. The crude product is applied onto a ... Reactants: COC(=O)OC1=CC=C(C(=O)OCCCCCCCC)C=C1 (Octyl 4-methoxycarbonyloxybenzoate), N (ammonia). The solvent is C(C)O (ethanol). Product: OC1=CC=C(C(=O)OCCCCCCCC)C=C1 (Octyl 4-hydroxybenzoate). Reaction SMILES: COC([O:5][C:6]1[CH:22]=[CH:21][C:9]([C:10]([O:12][CH2:13][CH2:14][CH2:15][CH2:16][CH2:17][CH2:18][CH2:19][CH3:20])=[O:11])=[CH:8][CH:7]=1)=O.N>C(O)C>[OH:5][C:6]1[CH:7]=[CH:8][C:9]([C:10]([O:12][CH2:13][CH2:14][CH2:15][CH2:16][CH2:17][CH2:18][CH2:19][CH3:20])=[O:11])=[CH:21][CH:22]=1. Procedure: Quantities: compound 21 (13.76 g, 0.045 mol), ethanol (150 ml), aqueous ammonia (35% w/v, 150 ml). The reactants are C(C1=CC=CC=C1)OC1=C2C=CN(C2=CC=C1C(CCC)=O)C (1-(4-(benzyloxy)-1-methyl-1H-indol-5-yl)butan-1-one), C(C)(C)(C)N (t-BuNH2). The reagents and catalysts are Cl[Ti](Cl)(Cl)Cl (TiCl4). Solvent: C(Cl)Cl (DCM), ClCCCl (DCE). Yields the product C(C1=CC=CC=C1)OC1=C2C=CN(C2=CC=C1C(CCC)=NC(C)(C)C)C (N-(1-(4-(benzyloxy)-1-methyl-1H-indol-5-yl)butylidene)-2-methylpropan-2-amine). As a reaction SMILES: [CH2:1]([O:8][C:9]1[C:17]([C:18](=O)[CH2:19][CH2:20][CH3:21])=[CH:16][CH:15]=[C:14]2[C:10]=1[CH:11]=[CH:12][N:13]2[CH3:23])[C:2]1[CH:7]=[CH:6][CH:5]=[CH:4][CH:3]=1.[C:24]([NH2:28])([CH3:27])([CH3:26])[CH3:25]>ClCCCl.C(Cl)Cl.Cl[Ti](Cl)(Cl)Cl>[CH2:1]([O:8][C:9]1[C:17]([C:18](=[N:28][C:24]([CH3:27])([CH3:26])[CH3:25])[CH2:19][CH2:20][CH3:21])=[CH:16][CH:15]=[C:14]2[C:10]=1[CH:11]=[CH:12][N:13]2[CH3:23])[C:2]1[CH:7]=[CH:6][CH:5]=[CH:4][CH:3]=1. Reported procedure: To a solution of 1-(4-(benzyloxy)-1-methyl-1H-indol-5-yl)butan-1-one (0.260 g, 0.85 mmol) in DCE (4 mL) was added t-BuNH2 (0.40 mL, 3.79 mmol). The mixture was cooled to 0° C. before TiCl4 solution (1M DCE, 0.55 mL, 0.55 mmol) was added dropwise via syringe pump over 30 min. The reaction was allowed to warm to room temperature and then heated at 50° C. for 6 h. The mixture was then diluted with DCM (15 mL) and quenched with NaHCO3 (aqueous saturated, 5 mL). Upon vigorous shaking, the organic pha... The reactants are C(C(=C)C)(=O)[O-].[K+] (potassium methacrylate), C=1C=CC(=CC1)NC=2C=CC(=CC2)NC=3C=CC=CC3 (N,N'-diphenyl-p-phenylenediamine), 201.5, ClCCC[Si](OC)(OC)OC (3-chloropropyltrimethoxysilane). The reagents and catalysts are CN(C1=CC=NC=C1)C (4-dimethylaminopyridine). Conditions: temperature 135 celsius. The product is C(C(=C)C)(=O)OCCC[Si](OC)(OC)OC (3- methacryloxypropyltrimethoxysilane). Yield: 92.0%. Reaction SMILES: [C:1]([O-:6])(=[O:5])[C:2]([CH3:4])=[CH2:3].[K+].C1C=CC(NC2C=CC(NC3C=CC=CC=3)=CC=2)=CC=1.Cl[CH2:29][CH2:30][CH2:31][Si:32]([O:37][CH3:38])([O:35][CH3:36])[O:33][CH3:34]>CN(C)C1C=CN=CC=1>[C:1]([O:6][CH2:29][CH2:30][CH2:31][Si:32]([O:37][CH3:38])([O:35][CH3:36])[O:33][CH3:34])(=[O:5])[C:2]([CH3:4])=[CH2:3] |f:0.1|. Procedure: 1.74 g (0.015 mol) of 4-dimethylaminopyridine were dissolved in 201.5 (1.015 mol) of 3-chloropropyltrimethoxysilane, and the solution was heated to 135° C. while stirring, and was maintained at this temperature for 15 minutes. After the solution had been cooled to 60° C., 124.2 g (1 mol) of potassium methacrylate and 0.6 g of N,N'-diphenyl-p-phenylenediamine were added. The mixture was then heated to 135° C. again and maintained at that temperature for 1 hour. Thereafter, it was cooled, and the ... Starting materials: C(C)(=O)[O-].[Na+] (sodium acetate), NOS(=O)(=O)O (hydroxylamine-O-sulfonic acid), C(C)(C)(C)[Li] (tert-butyl lithium), C(#N)C1=C(C=C(C=C1)N1C[C@@H](N(C[C@H]1C)C(=O)NC=1C=NC(=CC1)S(=O)(=O)C)C)C(F)(F)F (trans-4-(4-cyano-3-trifluoromethylphenyl)-N-(6-methanesulfonyl-3-pyridyl)-2,5-dimethylpiperazine-1-carboxamide), C(CCC)B(CCCC)CCCC (tri-n-butyl borane). The solvent is O (water), C1CCOC1 (THF), CCCCC (pentane), O1CCCC1 (tetrahydrofuran). Reaction conditions: temperature -30 celsius, time 15 minute. Yields the product NS(=O)(=O)C1=CC=C(C=N1)NC(=O)N1[C@H](CN([C@@H](C1)C)C1=CC(=C(C=C1)C#N)C(F)(F)F)C (trans-N-(6-Aminosulfonyl-3-pyridyl)-4-(4-cyano-3-trifluoromethylphenyl)-2,5-dimethylpiperazine-1-carboxamide). Yield: 19.8%. As a reaction SMILES: C([Li])(C)(C)C.[C:6]([C:8]1[CH:13]=[CH:12][C:11]([N:14]2[C@H:19]([CH3:20])[CH2:18][N:17]([C:21]([NH:23][C:24]3[CH:25]=[N:26][C:27]([S:30](C)(=[O:32])=[O:31])=[CH:28][CH:29]=3)=[O:22])[C@@H:16]([CH3:34])[CH2:15]2)=[CH:10][C:9]=1[C:35]([F:38])([F:37])[F:36])#[N:7].C(B(CCCC)CCCC)CCC.C([O-])(=O)C.[Na+].[NH2:57]OS(O)(=O)=O>O.O1CCCC1.CCCCC>[NH2:57][S:30]([C:27]1[N:26]=[CH:25][C:24]([NH:23][C:21]([N:17]2[CH2:18][C@@H:19]([CH3:20])[N:14]([C:11]3[CH:12]=[CH:13][C:8]([C:6]#[N:7])=[C:9]([C:35]([F:38])([F:37])[F:36])[CH:10]=3)[CH2:15][C@@H:16]2[CH3:34])=[O:22])=[CH:29][CH:28]=1)(=[O:32])=[O:31] |f:3.4|. Procedure: A 7.3 ml portion of 1.54 M pentane solution of tert-butyl lithium was added dropwise to 100 ml of THF solution containing 2.48 g of trans-4-(4-cyano-3-trifluoromethylphenyl)-N-(6-methanesulfonyl-3-pyridyl)-2,5-dimethylpiperazine-1-carboxamide at −78° C., and then the mixture was stirred at −30° C. for 15 minutes. After cooling again to −78° C., this was mixed with 15.5 ml of 1.0 M tetrahydrofuran solution of tri-n-butyl borane, warmed up to room temperature spending 1 hour and then heated under ... Reactants: CC(C)(C)N, CCN=C=NCCCN(C)C, ClCCl, Cl, O, O=C(O)CNC(=O)N1CCC(=C2c3ccccc3C=Cc3ccccc32)CC1. The product is CC(C)(C)NC(=O)CNC(=O)N1CCC(=C2c3ccccc3C=Cc3ccccc32)CC1. RXN SMILES: [C:29]([CH3:30])([CH3:31])([CH3:32])[NH2:33].[CH2:35]([N:36]=[C:37]=[N:38][CH2:39][CH2:40][CH2:41][N:42]([CH3:43])[CH3:44])[CH3:45].[Cl:47][CH2:48][Cl:49].[ClH:34].[OH2:46].[cH:1]1[cH:2][cH:3][cH:4][c:5]2[c:11]1[CH:10]=[CH:9][c:8]1[c:7]([cH:15][cH:14][cH:13][cH:12]1)[C:6]2=[C:16]1[CH2:17][CH2:18][N:19]([C:22](=[O:23])[NH:24][CH2:25][C:26](=[O:27])[OH:28])[CH2:20][CH2:21]1>>[cH:1]1[cH:2][cH:3][cH:4][c:5]2[c:11]1[CH:10]=[CH:9][c:8]1[c:7]([cH:15][cH:14][cH:13][cH:12]1)[C:6]2=[C:16]1[CH2:17][CH2:18][N:19]([C:22](=[O:23])[NH:24][CH2:25][C:26](=[O:28])[NH:33][C:29]([CH3:30])([CH3:31])[CH3:32])[CH2:20][CH2:21]1. Starting materials: [Al+3], O=C(O)CCCBr, [Cl-], [Cl-], [Cl-], ClP(Cl)Cl, Cl, c1ccccc1. The product is O=C(CCCBr)c1ccccc1. RXN SMILES: [Al+3:13].[Br:1][CH2:2][CH2:3][CH2:4][C:5](=[O:6])[OH:7].[Cl-:12].[Cl-:14].[Cl-:15].[Cl:8][P:9]([Cl:10])[Cl:11].[ClH:16].[cH:17]1[cH:18][cH:19][cH:20][cH:21][cH:22]1>>[Br:1][CH2:2][CH2:3][CH2:4][C:5](=[O:7])[c:17]1[cH:18][cH:19][cH:20][cH:21][cH:22]1. Starting materials: CC(C)N1CC(=O)N(C)c2cnc(Cl)nc21, Nc1cc([N+](=O)[O-])cc(S(N)(=O)=O)c1. Yields the product CC(C)N1CC(=O)N(C)c2cnc(Nc3cc([N+](=O)[O-])cc(S(N)(=O)=O)c3)nc21. Reaction SMILES: [Cl:1][c:2]1[n:3][c:4]2[c:9]([cH:10][n:11]1)[N:8]([CH3:12])[C:7](=[O:13])[CH2:6][N:5]2[CH:14]([CH3:15])[CH3:16].[NH2:17][c:18]1[cH:19][c:20]([S:27](=[O:28])(=[O:29])[NH2:30])[cH:21][c:22]([N+:24](=[O:25])[O-:26])[cH:23]1>>[c:2]1([NH:17][c:18]2[cH:19][c:20]([S:27](=[O:28])(=[O:29])[NH2:30])[cH:21][c:22]([N+:24](=[O:25])[O-:26])[cH:23]2)[n:3][c:4]2[c:9]([cH:10][n:11]1)[N:8]([CH3:12])[C:7](=[O:13])[CH2:6][N:5]2[CH:14]([CH3:15])[CH3:16]. The reactants are C(C)(=O)C1CN(CCC1=O)C(=O)OC(C)(C)C (tert-butyl 3-acetyl-4-oxopiperidine-1-carboxylate), NO.Cl (NH2OH.HCl), O (water). Solvent: CCO (EtOH). The product is CC=1ON=C2C1CNCC2 (3-methyl-4,5,6,7-tetrahydroisoxazolo[4,3-c]pyridine). The yield is 52.4%. RXN SMILES: [C:1]([CH:4]1[C:9](=O)[CH2:8][CH2:7][N:6](C(OC(C)(C)C)=O)[CH2:5]1)(=[O:3])[CH3:2].[NH2:18]O.Cl.O>CCO>[CH3:2][C:1]1[O:3][N:18]=[C:9]2[CH2:8][CH2:7][NH:6][CH2:5][C:4]=12 |f:1.2|. Procedure: A mixture of tert-butyl 3-acetyl-4-oxopiperidine-1-carboxylate (1.50 g) and NH2OH.HCl (0.50 g) in anhydrous EtOH was heated to reflux for 0.5 h. The reaction mixture was cooled to rt, and then poured into 20 mL of water. The resulted mixture was extracted with CH2Cl2 (20 mL×3). The combined organic phases were dried over Na2SO4 and concentrated in vacuo, the residue was chromatographed with a silica gel column (eluting agent: 10:1 (v/v) DCM/MeOH) to give the title compound as yellow oil (0.45 g,...